This data is from the Open Reaction Database (ORD), a public repository of structured organic reaction records. The task is: describe an organic reaction: reactants, conditions, products, and yield The reactants are [F-].C(CCC)[N+](CCCC)(CCCC)CCCC (tetrabutylammonium fluoride), BrC=1C(=NC(=NC1)Cl)NC1CCCCCC1 (5-bromo-2-chloro-N-cycloheptylpyrimidin-4-amine), C(C#C)O (propargyl alcohol). Solvent: C1CCOC1 (THF), C1CCOC1 (THF). The reagents and catalysts are Cl[Pd]([P](C1=CC=CC=C1)(C2=CC=CC=C2)C3=CC=CC=C3)([P](C4=CC=CC=C4)(C5=CC=CC=C5)C6=CC=CC=C6)Cl (bis(triphenylphosphine)palladium(II) chloride). Reaction SMILES: Br[C:2]1[C:3]([NH:9][CH:10]2[CH2:16][CH2:15][CH2:14][CH2:13][CH2:12][CH2:11]2)=[N:4][C:5]([Cl:8])=[N:6][CH:7]=1.[CH2:17]([OH:20])[C:18]#[CH:19].[F-].C([N+](CCCC)(CCCC)CCCC)CCC>C1COCC1.Cl[Pd](Cl)([P](C1C=CC=CC=1)(C1C=CC=CC=1)C1C=CC=CC=1)[P](C1C=CC=CC=1)(C1C=CC=CC=1)C1C=CC=CC=1>[Cl:8][C:5]1[N:4]=[C:3]([NH:9][CH:10]2[CH2:16][CH2:15][CH2:14][CH2:13][CH2:12][CH2:11]2)[C:2]([C:19]#[C:18][CH2:17][OH:20])=[CH:7][N:6]=1 |f:2.3,^1:46,65|. Yield: 56.0%. Yields the product ClC1=NC=C(C(=N1)NC1CCCCCC1)C#CCO (3-(2-chloro-4-(cycloheptylamino)pyrimidin-5-yl)prop-2-yn-1-ol). Procedure: To a yellow solution of 5-bromo-2-chloro-N-cycloheptylpyrimidin-4-amine (18.1 g, 55.5 mmol) in THF (200 mL) were added propargyl alcohol (4.5 mL, 1.4 equiv) and a solution of tetrabutylammonium fluoride in THF (1 M, 130 mL, 2.3 equiv) and the resulting brown mixture was treated with a stream of nitrogen for 15 min (bubble in the solution). The mixture was then treated with bis(triphenylphosphine)palladium(II) chloride (2.09 g, 0.054 equiv) and heated to reflux for 5 h. After cooling, the reactio... Starting materials: CCO, COc1cccc(C(C)=O)c1, NN. Product: COc1cccc(C(C)NN)c1. As a reaction SMILES: [CH3:14][CH2:15][OH:16].[CH3:1][O:2][c:3]1[cH:4][c:5]([C:9]([CH3:10])=[O:11])[cH:6][cH:7][cH:8]1.[NH2:12][NH2:13]>>[CH3:1][O:2][c:3]1[cH:4][c:5]([CH:9]([CH3:10])[NH:12][NH2:13])[cH:6][cH:7][cH:8]1.